Dataset: the Open Reaction Database (ORD), a public repository of structured organic reaction records. Task: describe an organic reaction: reactants, conditions, products, and yield Reactants: C1(=CC=CC=C1)NC1=CC=CC=C1 (diphenylamine), ClCCC(=O)Cl (3-chloropropionyl chloride). The solvent is O1CCCC1 (tetrahydrofuran), O1CCCC1 (THF). Product: ClCCC(=O)N(C1=CC=CC=C1)C1=CC=CC=C1 (3-Chloro-N,N-diphenylpropanamide). Yield: 48.1%. As a reaction SMILES: [C:1]1([NH:7][C:8]2[CH:13]=[CH:12][CH:11]=[CH:10][CH:9]=2)[CH:6]=[CH:5][CH:4]=[CH:3][CH:2]=1.[Cl:14][CH2:15][CH2:16][C:17](Cl)=[O:18]>O1CCCC1>[Cl:14][CH2:15][CH2:16][C:17]([N:7]([C:1]1[CH:2]=[CH:3][CH:4]=[CH:5][CH:6]=1)[C:8]1[CH:9]=[CH:10][CH:11]=[CH:12][CH:13]=1)=[O:18]. Procedure: To a solution of 40.6 g (0.240 mole) of diphenylamine in 150 ml of tetrahydrofuran (THF) was added dropwise a solution of 20.0 g (0.160 mole) of 3-chloropropionyl chloride in 100 ml of THF. The reaction mixture was stirred mechanically and the temperature maintained between 5° and 15° C. throughout the addition. After the final addition, the solution was filtered to remove solid precipitates, and the filtrate was concentrated under reduced pressure. The residue was partitioned between methylene ...